Dataset: the Open Reaction Database (ORD), a public repository of structured organic reaction records. Task: describe an organic reaction: reactants, conditions, products, and yield Starting materials: CN=C=S (Methylisothiocyanate), N1=CC=C(C=C1)CNCCN (N-(4-picolyl)ethylenediamine). The solvent is C(C)O (ethanol). The product is CNC(=S)NCCNCC1=CC=NC=C1 (N-Methyl-N'-[2-(4-pyridylmethylamino)ethyl]thiourea). As a reaction SMILES: [CH3:1][N:2]=[C:3]=[S:4].[N:5]1[CH:10]=[CH:9][C:8]([CH2:11][NH:12][CH2:13][CH2:14][NH2:15])=[CH:7][CH:6]=1>C(O)C>[CH3:1][NH:2][C:3]([NH:15][CH2:14][CH2:13][NH:12][CH2:11][C:8]1[CH:7]=[CH:6][N:5]=[CH:10][CH:9]=1)=[S:4]. Procedure details: Methylisothiocyanate (1.46 g.) was added slowly to a solution of N-(4-picolyl)ethylenediamine (3.3 g.) in ethanol (25 ml.) The mixture was heated under reflux for 0.5 hours concentrated and extracted with isopropyl acetate to remove N-4-picolyl-N,N'-dimethylethane-1,2-bis thiourea (m.p. 173°-4°). The mother liquors were concentrated and the residue purified by column chromatography to afford the title compound. Reactants: CCOP(=O)(OCC)C(Cc1cscn1)C(=O)OC(C)(C)C, [H-], [Na+], C1CCOC1. The product is C=C(Cc1cscn1)C(=O)OC(C)(C)C. Reaction SMILES: [CH2:1]([O:2][P:3]([O:4][CH2:5][CH3:6])(=[O:7])[CH:9]([C:10](=[O:11])[O:12][C:13]([CH3:14])([CH3:15])[CH3:16])[CH2:17][c:18]1[n:19][cH:20][s:21][cH:22]1)[CH3:8].[H-:23].[Na+:24].[O:25]1[CH2:26][CH2:29][CH2:28][CH2:27]1>>[C:9]([C:10](=[O:11])[O:12][C:13]([CH3:14])([CH3:15])[CH3:16])([CH2:17][c:18]1[n:19][cH:20][s:21][cH:22]1)=[CH2:26]. Yields the product Cc1ccc(C(Oc2cc(-c3ccc(CC(N)C(=O)O)cc3)nc(N)n2)C(F)(F)F)cc1. As a reaction SMILES: [B:22]([OH:23])([OH:24])[c:25]1[cH:26][cH:27][c:28]([CH2:29][CH:30]([NH2:31])[C:32](=[O:33])[OH:34])[cH:35][cH:36]1.[CH3:37][C:38]#[N:39].[Cl:1][c:2]1[n:3][c:4]([NH2:21])[n:5][c:6]([O:8][CH:9]([C:10]([F:11])([F:12])[F:13])[c:14]2[cH:15][cH:16][c:17]([CH3:20])[cH:18][cH:19]2)[cH:7]1.[Na+:40].[Na+:41].[O-:42][C:43](=[O:44])[O-:45].[OH2:46]>>[c:2]1(-[c:25]2[cH:26][cH:27][c:28]([CH2:29][CH:30]([NH2:31])[C:32](=[O:33])[OH:34])[cH:35][cH:36]2)[n:3][c:4]([NH2:21])[n:5][c:6]([O:8][CH:9]([C:10]([F:11])([F:12])[F:13])[c:14]2[cH:15][cH:16][c:17]([CH3:20])[cH:18][cH:19]2)[cH:7]1. Starting materials: NC(Cc1ccc(B(O)O)cc1)C(=O)O, CC#N, Cc1ccc(C(Oc2cc(Cl)nc(N)n2)C(F)(F)F)cc1, [Na+], [Na+], O=C([O-])[O-], O. The reactants are C[C@@]1([C@]2(C)[C@@H](CC1)[C@@H]1CCC3C[C@H]4[C@@H](C[C@]3(C)[C@H]1CC2)O4)O ((2α,3α,17β)-17-methyl-2,3-epoxyandrostan-17-ol), O (water), N1CCNCC1 (piperazine). The solvent is ClCCl (dichloromethane). Reaction conditions: temperature 150 celsius. Product: C[C@@]1([C@]2(C)[C@@H](CC1)[C@@H]1CCC3C[C@@H]([C@H](C[C@]3(C)[C@H]1CC2)N2CCNCC2)O)O ((2β,3α,17β)-17-methyl-2-(piperazin-1-yl)androstane-3,17-diol). Yield: 60.2%. Reaction SMILES: [CH3:1][C@@:2]1([OH:22])[CH2:7][CH2:6][C@H:5]2[C@H:8]3[C@H:18]([CH2:19][CH2:20][C@:3]12[CH3:4])[C@:16]1([CH3:17])[CH:11]([CH2:12][C@@H:13]2[O:21][C@@H:14]2[CH2:15]1)[CH2:10][CH2:9]3.O.[NH:24]1[CH2:29][CH2:28][NH:27][CH2:26][CH2:25]1>ClCCl>[CH3:1][C@@:2]1([OH:22])[CH2:7][CH2:6][C@H:5]2[C@H:8]3[C@H:18]([CH2:19][CH2:20][C@:3]12[CH3:4])[C@:16]1([CH3:17])[CH:11]([CH2:12][C@H:13]([OH:21])[C@@H:14]([N:24]2[CH2:29][CH2:28][NH:27][CH2:26][CH2:25]2)[CH2:15]1)[CH2:10][CH2:9]3. Procedure: To compound 28 (103 mg, 0.34 mmol) was added water (1 mL) and piperazine (3.5 g, 41 mmol). The solution was subsequently heated at 150° C. over a period of 24 h. The resulting mixture was diluted with dichloromethane (50 mL) and washed with water, dried with Na2SO4, filtered and evaporated under reduced pressure. The crude compound was purified by flash chromatography (DCM/MeOH: 9:1 containing 1.0% of TEA) to yield compound 29 (80 mg, 60%). 1H NMR (CDCl3) δ: 0.85 and 0.86 (2s, 18-CH3 and 19-CH3)... Reactants: BrC(C(=O)OC)C (methyl 2-bromopropionate), O (water), [H-].[Na+] (sodium hydride), C(C)OCC(=O)NC1=C(C(=CC=C1C)[N+](=O)[O-])C (N-ethoxyacetyl-2,6-dimethyl-3-nitroaniline). Solvent: O1CCCC1 (tetrahydrofurane), O1CCCC1 (tetrahydrofuran), same solvent. Reaction conditions: temperature 55 celsius. The product is COC(=O)C(C)N(C1=C(C(=CC=C1C)[N+](=O)[O-])C)C(COCC)=O (N-(1'-methoxycarbonylethyl)-N-ethoxyacetyl-2,6-dimethyl-3-nitroaniline). RXN SMILES: [H-].[Na+].[CH2:3]([O:5][CH2:6][C:7]([NH:9][C:10]1[C:15]([CH3:16])=[CH:14][CH:13]=[C:12]([N+:17]([O-:19])=[O:18])[C:11]=1[CH3:20])=[O:8])[CH3:4].Br[CH:22]([CH3:27])[C:23]([O:25][CH3:26])=[O:24].O>O1CCCC1>[CH3:26][O:25][C:23]([CH:22]([N:9]([C:7](=[O:8])[CH2:6][O:5][CH2:3][CH3:4])[C:10]1[C:15]([CH3:16])=[CH:14][CH:13]=[C:12]([N+:17]([O-:19])=[O:18])[C:11]=1[CH3:20])[CH3:27])=[O:24] |f:0.1|. Procedure: To a solution of 3 g of 55% sodium hydride in 70 ml of anhydrous tetrahydrofuran saturated with nitrogen is added dropwise, at room temperature, with stirring and while simultaneously introducing nitrogen, a solution of 16 g N-ethoxyacetyl-2,6-dimethyl-3-nitroaniline in 30 ml of the same solvent. After the weakly exothermic reaction has subsided, the mixture is heated to 55° C. and 12.7 g of methyl 2-bromopropionate in 20 ml of tetrahydrofurane are added. During this addition the temperature ris... The reactants are ClCCl, O, c1ccncc1, OC1CCC2(c3ccc4ccccc4c3)CC12. Product: O=C1CCC2(c3ccc4ccccc4c3)CC12. Reaction SMILES: [Cl:25][CH2:26][Cl:27].[OH2:24].[cH:18]1[cH:19][cH:20][n:21][cH:22][cH:23]1.[cH:1]1[c:2]([C:11]23[CH2:12][CH2:13][CH:14]([OH:17])[CH:15]2[CH2:16]3)[cH:3][cH:4][c:5]2[cH:6][cH:7][cH:8][cH:9][c:10]12>>[cH:1]1[c:2]([C:11]23[CH2:12][CH2:13][C:14](=[O:17])[CH:15]2[CH2:16]3)[cH:3][cH:4][c:5]2[cH:6][cH:7][cH:8][cH:9][c:10]12.